From a dataset of the Open Reaction Database (ORD), a public repository of structured organic reaction records. describe an organic reaction: reactants, conditions, products, and yield The reactants are NC=1N=CC2=C(N1)N=C(C(=C2)C2=CC=NC=C2)N (2,7-diamino-6-(4-pyridyl)-pyrido[2,3-d]pyrimidine), C(C)(C)(C)N=C=O (tert-butyl isocyanate). Yields the product NC=1N=CC2=C(N1)N=C(C(=C2)C2=CC=NC=C2)NC(=O)NC(C)(C)C (1-(2-Amino-6-pyridin-4-yl-pyrido[2,3-d]pyrimidin-7-yl)-3-tert-butyl-urea). As a reaction SMILES: [NH2:1][C:2]1[N:3]=[CH:4][C:5]2[CH:11]=[C:10]([C:12]3[CH:17]=[CH:16][N:15]=[CH:14][CH:13]=3)[C:9]([NH2:18])=[N:8][C:6]=2[N:7]=1.[C:19]([N:23]=[C:24]=[O:25])([CH3:22])([CH3:21])[CH3:20]>>[NH2:1][C:2]1[N:3]=[CH:4][C:5]2[CH:11]=[C:10]([C:12]3[CH:13]=[CH:14][N:15]=[CH:16][CH:17]=3)[C:9]([NH:18][C:24]([NH:23][C:19]([CH3:22])([CH3:21])[CH3:20])=[O:25])=[N:8][C:6]=2[N:7]=1. Procedure: Following the procedure of Example 2, 0.30 g of 2,7-diamino-6-(4-pyridyl)-pyrido[2,3-d]pyrimidine from Example 109 was reacted with 0.154 mL of tert-butyl isocyanate. The product was purified by medium pressure chromatography using silica gel and eluting with 90:10:1 EtOAc:MeOH:TEA, to afford the title compound, mp >350° C.; CIMS (1% ammonia in methane): m/z (relative intensity) 338 (MH+ +1, 6), 339 (MH+ +2, 1), 84 (100). Reactants: O=C1N([C@@H](CSC[C@@H]1N1C(C=2C(C1=O)=CC=CC2)=O)C=2SC=CC2)CC(=O)OC(C)(C)C (t-butyl α-[5-oxo-6(R)-phthalimido-3(S)-(2-thienyl)perhydro-1,4-thiazepin-4-yl]acetate), CNN (methylhydrazine). Yields the product N[C@@H]1C(N([C@@H](CSC1)C=1SC=CC1)CC(=O)OC(C)(C)C)=O (t-Butyl α-[6(R)-amino-5-oxo-3(S)-(2-thienyl)perhydro-1,4-thiazepin-4-yl]acetate). The yield is 90.0%. As a reaction SMILES: [O:1]=[C:2]1[C@@H:8]([N:9]2C(=O)C3=CC=CC=C3C2=O)[CH2:7][S:6][CH2:5][C@@H:4]([C:20]2[S:21][CH:22]=[CH:23][CH:24]=2)[N:3]1[CH2:25][C:26]([O:28][C:29]([CH3:32])([CH3:31])[CH3:30])=[O:27].CNN>>[NH2:9][C@H:8]1[CH2:7][S:6][CH2:5][C@@H:4]([C:20]2[S:21][CH:22]=[CH:23][CH:24]=2)[N:3]([CH2:25][C:26]([O:28][C:29]([CH3:31])([CH3:30])[CH3:32])=[O:27])[C:2]1=[O:1]. Procedure: 1.18 g of t-butyl α-[5-oxo-6(R)-phthalimido-3(S)-(2-thienyl)perhydro-1,4-thiazepin-4-yl]acetate [prepared as described in step (f) above] was subjected to de-phthaloylization with methylhydrazine in the manner described in Example 1(g), to give 0.77 g of the title compound as an amorphous solid. Reactants: COc1ccc(P2(=S)SP(=S)(c3ccc(OC)cc3)S2)cc1, NC(=O)c1ccc(I)cc1, C1CCOC1. Product: NC(=S)c1ccc(I)cc1. RXN SMILES: [CH3:11][O:12][c:13]1[cH:14][cH:15][c:16]([P:17]2(=[S:20])[S:18][P:19]([c:21]3[cH:22][cH:23][c:24]([O:25][CH3:26])[cH:27][cH:28]3)(=[S:29])[S:30]2)[cH:31][cH:32]1.[I:1][c:2]1[cH:3][cH:4][c:5]([C:6](=[O:7])[NH2:8])[cH:9][cH:10]1.[O:33]1[CH2:34][CH2:35][CH2:36][CH2:37]1>>[I:1][c:2]1[cH:3][cH:4][c:5]([C:6]([NH2:8])=[S:20])[cH:9][cH:10]1.